This data is from the Open Reaction Database (ORD), a public repository of structured organic reaction records. The task is: describe an organic reaction: reactants, conditions, products, and yield Yields the product ClC1=CC=C2C(=C1)NC(C21C(NC(CC1C1=C(C=CC(=C1)Cl)OC(C)(C)C(=O)OCC)=O)C1=C(C=CC(=C1)F)Cl)=O (racemic (2′R,3S,4′R)-6-chloro-4′-[5-chloro-2-(1-ethoxycarbonyl-1-methyl-ethoxy)-phenyl]-2′-(2-chloro-5-fluoro-phenyl)spiro[3H-indole-3,3′-piperidine]-2,6′(1H)-dione). The solvent is C1(=CC=CC=C1)C (toluene). Reaction SMILES: C(OC([N:8]1[C:16]2[C:11](=[CH:12][CH:13]=[C:14]([Cl:17])[CH:15]=2)/[C:10](=[CH:18]/[C:19]2[CH:24]=[C:23]([Cl:25])[CH:22]=[CH:21][C:20]=2[O:26][C:27]([C:30]([O:32][CH2:33][CH3:34])=[O:31])([CH3:29])[CH3:28])/[C:9]1=[O:35])=O)(C)(C)C.[Cl:36][C:37]1[CH:42]=[CH:41][C:40]([F:43])=[CH:39][C:38]=1[CH:44]=[N:45][C:46]([O:48][Si](C)(C)C)=[CH2:47]>C1(C)C=CC=CC=1>[Cl:17][C:14]1[CH:15]=[C:16]2[NH:8][C:9](=[O:35])[C:10]3([CH:18]([C:19]4[CH:24]=[C:23]([Cl:25])[CH:22]=[CH:21][C:20]=4[O:26][C:27]([C:30]([O:32][CH2:33][CH3:34])=[O:31])([CH3:29])[CH3:28])[CH2:48][C:46](=[O:47])[NH:45][CH:44]3[C:38]3[CH:39]=[C:40]([F:43])[CH:41]=[CH:42][C:37]=3[Cl:36])[C:11]2=[CH:12][CH:13]=1. Yield: 11.2%. Reactants: C(C)(C)(C)OC(=O)N1C(\C(\C2=CC=C(C=C12)Cl)=C/C1=C(C=CC(=C1)Cl)OC(C)(C)C(=O)OCC)=O (Z-6-chloro-3-[5-chloro-2-(1-ethoxycarbonyl-1-methyl-ethoxy)-benzylidene]-2-oxo-2,3-dihydro-indole-1-carboxylic acid tert-butyl ester), ClC1=C(C=C(C=C1)F)C=NC(=C)O[Si](C)(C)C (1-(2-chloro-5-fluoro-phenyl)-3-trimethylsilyoxy-2-aza-1,3-butadiene). Reported procedure: In a manner similar to the method described in Example 1e, E/Z-6-chloro-3-[5-chloro-2-(1-ethoxycarbonyl-1-methyl-ethoxy)-benzylidene]-2-oxo-2,3-dihydro-indole-1-carboxylic acid tert-butyl ester (3 g, 5.76 mmol) was reacted with 1-(2-chloro-5-fluoro-phenyl)-3-trimethylsilyoxy-2-aza-1,3-butadiene (23 mmol) in toluene to give the title compound as a white solid (400 mg). The product is N1=CC=C(C=C1)C=1C=C2CCNCC2=CC1 (6-Pyridin-4-yl-1,2,3,4-tetrahydro-isoquinoline). Reactants: BrC=1C=C2CCNCC2=CC1 (6-Bromo-1,2,3,4-tetrahydro-isoquinoline), B(O)O (boronic acid). Procedure details: In close analogy to the procedure described above, 6-Bromo-1,2,3,4-tetrahydro-isoquinoline is reacted with the corresponding boronic acid to provide the title compound. As a reaction SMILES: Br[C:2]1[CH:3]=[C:4]2[C:9](=[CH:10][CH:11]=1)[CH2:8][NH:7][CH2:6][CH2:5]2.B(O)O>>[N:7]1[CH:8]=[CH:9][C:4]([C:2]2[CH:3]=[C:4]3[C:9](=[CH:10][CH:11]=2)[CH2:8][NH:7][CH2:6][CH2:5]3)=[CH:5][CH:6]=1. Reactants: NC(=S)N (thiourea), [Na] (Sodium), C(=O)C(C(=O)OCC)CC=1C=NC=NC1 (ethyl 2-formyl-3-(5-pyrimidyl)propionate). Run in C(C)O (ethanol), C(C)O (ethanol). Run at time 18 hour. The product is N1=CN=CC(=C1)CC=1C(NC(NC1)=S)=O (5-(pyrimid-5-ylmethyl)-2-thiouracil). Yield: 33.7%. RXN SMILES: [Na].[NH2:2][C:3]([NH2:5])=[S:4].[CH:6]([CH:8]([CH2:14][C:15]1[CH:16]=[N:17][CH:18]=[N:19][CH:20]=1)[C:9](OCC)=O)=[O:7]>C(O)C>[N:17]1[CH:16]=[C:15]([CH2:14][C:8]2[C:6](=[O:7])[NH:2][C:3](=[S:4])[NH:5][CH:9]=2)[CH:20]=[N:19][CH:18]=1 |^1:0|. Procedure details: Sodium (0.25 g) was dissolved in ethanol (5 ml), thiourea (0.77 g) added, and the mixture stirred under reflux for 1 hour. A solution of ethyl 2-formyl-3-(5-pyrimidyl)propionate (1.99 g) in ethanol (5 ml) was added slowly, and reflux continued for 18 hours. The solvent was evaporated, and the residue taken up in water and washed with dichloromethane. The aqueous solution was acidified to pH 5, and the precipitate filtered off, washed with water and dried to obtain 5-(pyrimid-5-ylmethyl)-2-thiour... Starting materials: FC(CCC(C#N)C#N)(F)F (2-(3,3,3-trifluoropropyl)malononitrile), BrCBr (dibromomethane), C([O-])([O-])=O.[K+].[K+] (potassium carbonate), CS(=O)C (dimethyl sulfoxide). The solvent is O (water). Conditions: time 18 hour. Product: BrCC(C#N)(C#N)CCC(F)(F)F (2-bromomethyl-2-(3,3,3-trifluoropropyl)malononitrile). The yield is 67.5%. RXN SMILES: [F:1][C:2]([F:11])([F:10])[CH2:3][CH2:4][CH:5]([C:8]#[N:9])[C:6]#[N:7].[Br:12][CH2:13]Br.C(=O)([O-])[O-].[K+].[K+].CS(C)=O>O>[Br:12][CH2:13][C:5]([CH2:4][CH2:3][C:2]([F:10])([F:11])[F:1])([C:8]#[N:9])[C:6]#[N:7] |f:2.3.4|. Procedure: 3.2 g of 2-(3,3,3-trifluoropropyl)malononitrile, 7.0 g of dibromomethane and 5.5 g of potassium carbonate were added to 40 ml of dimethyl sulfoxide, and the mixture was stirred at room temperature for 18 hours. Thereafter, the reaction mixture was poured to water and then extracted with diethyl ether. The organic layer was washed successively with water and aqueous saturated sodium chloride, dried over anhydrous sodium sulfate and then concentrated under reduced pressure. The residue was subject... Reactants: FC1=C(C=CC(=C1)F)N1N=CN=C1C1=CC=2CCOC3=C(C2S1)N=C(C=C3)NCC3=CC=C(C=C3)OC ({2-[2-(2,4-Difluoro-phenyl)-2H-[1,2,4]triazol-3-yl]-4,5-dihydro-6-oxa-1-thia-10-aza-benzo[e]azulen-9-yl}-(4-methoxy-benzyl)-amine). Solvent: C(=O)(C(F)(F)F)O (TFA). Run at temperature 80 celsius, time 2 hour. The product is FC1=C(C=CC(=C1)F)N1N=CN=C1C1=CC=2CCOC3=C(C2S1)N=C(C=C3)N (2-[2-(2,4-Difluoro-phenyl)-2H-[1,2,4]triazol-3-yl]-4,5-dihydro-6-oxa-1-thia-10-aza-benzo[e]azulen-9-ylamine). Isolated yield 87.5%. As a reaction SMILES: [F:1][C:2]1[CH:7]=[C:6]([F:8])[CH:5]=[CH:4][C:3]=1[N:9]1[C:13]([C:14]2[S:23][C:22]3[C:21]4[N:24]=[C:25]([NH:28]CC5C=CC(OC)=CC=5)[CH:26]=[CH:27][C:20]=4[O:19][CH2:18][CH2:17][C:16]=3[CH:15]=2)=[N:12][CH:11]=[N:10]1>C(O)(C(F)(F)F)=O>[F:1][C:2]1[CH:7]=[C:6]([F:8])[CH:5]=[CH:4][C:3]=1[N:9]1[C:13]([C:14]2[S:23][C:22]3[C:21]4[N:24]=[C:25]([NH2:28])[CH:26]=[CH:27][C:20]=4[O:19][CH2:18][CH2:17][C:16]=3[CH:15]=2)=[N:12][CH:11]=[N:10]1. Procedure: {2-[2-(2,4-Difluoro-phenyl)-2H-[1,2,4]triazol-3-yl]-4,5-dihydro-6-oxa-1-thia-10-aza-benzo[e]azulen-9-yl}-(4-methoxy-benzyl)-amine (1.2 g, 2.3 mmol) was dissolved in TFA (20 mL). The reaction mixture was stirred at 80° C. for 2 h. The reaction mixture was concentrated in vacuo, and dissolved in DCM (30 mL). The organic layer was washed by water, dried by Na2SO4, concentrated in vacuo, and separated by preparative TLC (DCM/EtOAc=4:1) to give 134 (800 mg, yield: 87%)1H NMR (D2O, 400 MHz): δ8.05 (s,... Reactants: CC1(OC[C@@H](O1)C(=O)[O-])C.[Na+] (Sodium (R)-(+)-2,2-dimethyl-1,3-dioxolane-4-carboxylate), product, OP(=O)(O)O (H3PO4), [Na+].[Cl-] (NaCl). Solvent: O (water), C(C)(=O)OCC (ethyl acetate). Run at temperature 0 celsius. Yields the product CC1(OC[C@@H](O1)C(=O)O)C ((R)-(+)-2,2-dimethyl-1,3-dioxolane-4-carboxylic acid). Reaction SMILES: [CH3:1][C:2]1([CH3:10])[O:6][C@@H:5]([C:7]([O-:9])=[O:8])[CH2:4][O:3]1.[Na+].OP(O)(O)=O.[Na+].[Cl-]>O.C(OCC)(=O)C>[CH3:1][C:2]1([CH3:10])[O:6][C@@H:5]([C:7]([OH:9])=[O:8])[CH2:4][O:3]1 |f:0.1,3.4|. Procedure details: Sodium (R)-(+)-2,2-dimethyl-1,3-dioxolane-4-carboxylate (1.03 g, 6.1 mmol) was dissolved in a mixture of water (1.2 ml) and ethyl acetate (1.2 ml) and cooled to 0° C. 2 M aqueous H3PO4 solution (7 ml) was added until the reaction mixture reached pH 2. After that the reaction mixture was saturated with NaCl and the reaction mixture was extracted with ethyl acetate (3×20 ml). The organic layer was dried over Na2SO4 and the solvent was removed under reduced pressure. The product (0.73 g, 4.9 mmol, ... Starting materials: CCCCCC, CC(C)=O, ClCCl, O=C(O)CC(c1ccccc1)c1ccccc1, O=C1CC(c2ccccc2)c2ccccc21. The product is O=C1CCc2ccccc21. As a reaction SMILES: [CH3:34][CH2:35][CH2:36][CH2:37][CH2:38][CH3:39].[CH3:40][C:41]([CH3:42])=[O:43].[Cl:44][CH2:45][Cl:46].[c:17]1([CH:18]([c:19]2[cH:20][cH:21][cH:22][cH:23][cH:24]2)[CH2:25][C:26]([OH:27])=[O:28])[cH:29][cH:30][cH:31][cH:32][cH:33]1.[c:1]1([CH:7]2[CH2:8][C:9](=[O:16])[c:10]3[cH:11][cH:12][cH:13][cH:14][c:15]32)[cH:2][cH:3][cH:4][cH:5][cH:6]1>>[CH2:7]1[CH2:8][C:9](=[O:16])[c:10]2[cH:11][cH:12][cH:13][cH:14][c:15]21.